Dataset: the Open Reaction Database (ORD), a public repository of structured organic reaction records. Task: describe an organic reaction: reactants, conditions, products, and yield The reactants are COC(=O)c1ccc(CBr)c(Cl)c1Cl, O=C([O-])[O-], CCCCc1nc(I)c(C=O)[nH]1, CN(C)C=O, [K+], [K+], O. The product is CCCCc1nc(I)c(C=O)n1Cc1ccc(C(=O)OC)c(Cl)c1Cl. Reaction SMILES: [Br:19][CH2:20][c:21]1[c:22]([Cl:32])[c:23]([Cl:31])[c:24]([C:25](=[O:26])[O:27][CH3:28])[cH:29][cH:30]1.[C:13](=[O:14])([O-:15])[O-:16].[CH2:1]([CH2:2][CH2:3][CH3:4])[c:5]1[nH:6][c:7]([CH:11]=[O:12])[c:8]([I:10])[n:9]1.[CH3:34][N:35]([CH3:36])[CH:37]=[O:38].[K+:17].[K+:18].[OH2:33]>>[CH2:1]([CH2:2][CH2:3][CH3:4])[c:5]1[n:6]([CH2:20][c:21]2[c:22]([Cl:32])[c:23]([Cl:31])[c:24]([C:25](=[O:26])[O:27][CH3:28])[cH:29][cH:30]2)[c:7]([CH:11]=[O:12])[c:8]([I:10])[n:9]1. Reactants: FC=1C=C(C=C(C1)C(F)(F)F)C(=O)C1=CC=C(C=C1)F ((3-fluoro-5-(trifluoromethyl)phenyl)(4-fluorophenyl)methanone), Cl.NO (hydroxylamine hydrochloride). The solvent is N1=CC=CC=C1 (pyridine). Reaction conditions: temperature 100 celsius. The product is FC=1C=C(C=C(C1)C(F)(F)F)C(=NO)C1=CC=C(C=C1)F ((3-fluoro-5-(trifluoromethyl)phenyl)(4-fluorophenyl)methanone oxime). The yield is 100.0%. Reaction SMILES: [F:1][C:2]1[CH:3]=[C:4]([C:12]([C:14]2[CH:19]=[CH:18][C:17]([F:20])=[CH:16][CH:15]=2)=O)[CH:5]=[C:6]([C:8]([F:11])([F:10])[F:9])[CH:7]=1.Cl.[NH2:22][OH:23]>N1C=CC=CC=1>[F:1][C:2]1[CH:3]=[C:4]([C:12]([C:14]2[CH:19]=[CH:18][C:17]([F:20])=[CH:16][CH:15]=2)=[N:22][OH:23])[CH:5]=[C:6]([C:8]([F:11])([F:10])[F:9])[CH:7]=1 |f:1.2|. Reported procedure: To a solution of (3-fluoro-5-(trifluoromethyl)phenyl)(4-fluorophenyl)methanone, prepared as described in Procedure 4, (860 mg, 3.0 mmol) in pyridine (6 mL) was added hydroxylamine hydrochloride (830 mg, 12.0 mmol) and the reaction mixture was heated at 100° C. for 2 h. The reaction mixture was concentrated under reduced pressure and the residue was dissolved in EtOAc (50 mL), washed with 1 N HCl (2×20 mL), water (20 mL) and sat. NaCl (20 mL), then dried over MgSO4, filtered and concentrated unde... Starting materials: CC#N, CCCCC1CO1, c1c[nH]cn1. The product is CCCCC(O)Cn1ccnc1. Reaction SMILES: [CH3:13][C:14]#[N:15].[O:1]1[CH2:2][CH:3]1[CH2:4][CH2:5][CH2:6][CH3:7].[nH:8]1[cH:9][n:10][cH:11][cH:12]1>>[OH:1][CH:3]([CH2:2][n:8]1[cH:9][n:10][cH:11][cH:12]1)[CH2:4][CH2:5][CH2:6][CH3:7]. The reactants are CN(C)CC1=CC=C(O1)CSCCN (2-(5-dimethylaminomethyl-2-furanylmethylthio)ethylamine), [N+](=O)([O-])NC1=NC=C(C(N1)=O)CC=1SC(=CC1)CN(C)C (2-nitroamino-5-(5-dimethylaminomethyl-2-thienylmethyl)-4-pyrimidone). Solvent: C(C)O (ethanol). The product is CN(C)CC1=CC=C(O1)CSCCNC1=NC=C(C(N1)=O)CC=1SC(=CC1)CN(C)C (2-[2-(5-dimethylaminomethyl-2-furanylmethylthio)ethylamino]-5-(5-dimethylaminomethyl-2-thienylmethyl)-4-pyrimidone). As a reaction SMILES: [CH3:1][N:2]([CH2:4][C:5]1[O:9][C:8]([CH2:10][S:11][CH2:12][CH2:13][NH2:14])=[CH:7][CH:6]=1)[CH3:3].[N+](N[C:19]1[NH:24][C:23](=[O:25])[C:22]([CH2:26][C:27]2[S:28][C:29]([CH2:32][N:33]([CH3:35])[CH3:34])=[CH:30][CH:31]=2)=[CH:21][N:20]=1)([O-])=O>C(O)C>[CH3:3][N:2]([CH2:4][C:5]1[O:9][C:8]([CH2:10][S:11][CH2:12][CH2:13][NH:14][C:19]2[NH:24][C:23](=[O:25])[C:22]([CH2:26][C:27]3[S:28][C:29]([CH2:32][N:33]([CH3:34])[CH3:35])=[CH:30][CH:31]=3)=[CH:21][N:20]=2)=[CH:7][CH:6]=1)[CH3:1]. Procedure details: A mixture of 2-(5-dimethylaminomethyl-2-furanylmethylthio)ethylamine (1.64 g) and 2-nitroamino-5-(5-dimethylaminomethyl-2-thienylmethyl)-4-pyrimidone (2.01 g) in ethanol (10 ml) was heated under reflux for 30 hr. The ethanol was evaporated in vacuo to yield 2-[2-(5-dimethylaminomethyl-2-furanylmethylthio)ethylamino]-5-(5-dimethylaminomethyl-2-thienylmethyl)-4-pyrimidone as a brown oil which was washed with hot water by decantation. The residue was dissolved in isopropanol and an excess of ethano...